From a dataset of the Open Reaction Database (ORD), a public repository of structured organic reaction records. describe an organic reaction: reactants, conditions, products, and yield Starting materials: [OH-].[Na+] (NaOH), C(C)(C)(C)C1=NC2=C(N1CC1CCOCC1)C=CC(=C2)S(=O)(=O)N2C[C@H](CCC2)C(=O)OCC (ethyl (3S)-1-{[2-tert-butyl-1-(tetrahydro-2H-pyran-4-ylmethyl)-1H-benzimidazol-5-yl]sulfonyl}piperidine-3-carboxylate), CO (MeOH). Run in O (water), O (H2O). Run at time 8 hour. The product is C(C)(C)(C)C1=NC2=C(N1CC1CCOCC1)C=CC(=C2)S(=O)(=O)N2C[C@H](CCC2)C(=O)O ((3S)-1-{[2-tert-butyl-1-(tetrahydro-2H-pyran-4-ylmethyl)-1H-benzimidazol-5-yl]sulfonyl}piperidine-3-carboxylic acid). RXN SMILES: [OH-].[Na+].[C:3]([C:7]1[N:11]([CH2:12][CH:13]2[CH2:18][CH2:17][O:16][CH2:15][CH2:14]2)[C:10]2[CH:19]=[CH:20][C:21]([S:23]([N:26]3[CH2:31][CH2:30][CH2:29][C@H:28]([C:32]([O:34]CC)=[O:33])[CH2:27]3)(=[O:25])=[O:24])=[CH:22][C:9]=2[N:8]=1)([CH3:6])([CH3:5])[CH3:4].CO>O>[C:3]([C:7]1[N:11]([CH2:12][CH:13]2[CH2:14][CH2:15][O:16][CH2:17][CH2:18]2)[C:10]2[CH:19]=[CH:20][C:21]([S:23]([N:26]3[CH2:31][CH2:30][CH2:29][C@H:28]([C:32]([OH:34])=[O:33])[CH2:27]3)(=[O:25])=[O:24])=[CH:22][C:9]=2[N:8]=1)([CH3:6])([CH3:4])[CH3:5] |f:0.1|. Procedure: NaOH (0.15 mL, 2M, 0.3 mmol) was added to a solution of ethyl (3S)-1-{[2-tert-butyl-1-(tetrahydro-2H-pyran-4-ylmethyl)-1H-benzimidazol-5-yl]sulfonyl}piperidine-3-carboxylate (265 mg, 0.54 mmol) in a 1:1 mixture of MeOH:H2O (10 mL) at ambient temperature. The reaction mixture was stirred overnight and diluted with water (50 mL). The solvent was concentrated to 50 mL. The resulting solution was neutralized with HCl solution, the product was extracted with EtOAc and dried over anhydrous Na2SO4. The... The reactants are CC(C)(C)OC(=O)c1ccc(-c2ccccc2)cc1NC(=O)c1cccc(C#N)c1, ClCCl, O=C(O)C(F)(F)F. Yields the product N#Cc1cccc(C(=O)Nc2cc(-c3ccccc3)ccc2C(=O)O)c1. RXN SMILES: [C:8](#[N:9])[c:10]1[cH:11][c:12]([C:13](=[O:14])[NH:15][c:16]2[c:17]([C:18](=[O:19])[O:20][C:21]([CH3:22])([CH3:23])[CH3:24])[cH:25][cH:26][c:27](-[c:29]3[cH:30][cH:31][cH:32][cH:33][cH:34]3)[cH:28]2)[cH:35][cH:36][cH:37]1.[CH2:38]([Cl:39])[Cl:40].[OH:1][C:2]([C:3]([F:4])([F:5])[F:6])=[O:7]>>[C:8](#[N:9])[c:10]1[cH:11][c:12]([C:13](=[O:14])[NH:15][c:16]2[c:17]([C:18](=[O:19])[OH:20])[cH:25][cH:26][c:27](-[c:29]3[cH:30][cH:31][cH:32][cH:33][cH:34]3)[cH:28]2)[cH:35][cH:36][cH:37]1. Starting materials: C(C)OC(=O)[C@H]1[C@@H]2C=C[C@@]([C@H]12)(C(=O)OCC1=CC=CC=C1)N ((1S,2R,5R,6S) -2-amino-bicyclo [3.1.0] hex-3-ene-2,6-dicarboxylic acid 2-benzyl ester 6-ethyl ester), O[Li].O (LiOH.H2O), Cl (HCl). Solvent: C1CCOC1 (THF), O (H2O), CO (MeOH). Run at temperature 23 celsius. Yields the product N[C@]1([C@@H]2[C@H]([C@@H]2C=C1)C(=O)O)C(=O)O ((1S,2R,5R,6S)-2-amino-bicyclo[3.1.0]hex-3-ene-2,6-dicarboxylic acid). The yield is 95.3%. Reaction SMILES: C([O:3][C:4]([C@@H:6]1[C@@H:11]2[C@H:7]1[CH:8]=[CH:9][C@:10]2([NH2:22])[C:12]([O:14]CC1C=CC=CC=1)=[O:13])=[O:5])C.O[Li].O.Cl>C1COCC1.O.CO>[NH2:22][C@:10]1([C:12]([OH:14])=[O:13])[CH:9]=[CH:8][C@@H:7]2[C@H:11]1[C@H:6]2[C:4]([OH:5])=[O:3] |f:1.2|. Procedure details: A solution of (1S,2R,5R,6S)-2-amino-bicyclo[3.1.0]hex-3-ene-2,6-dicarboxylic acid 2-benzyl ester 6-ethyl ester (XXVII) (19 mg, 0.063 mmol) and LiOH.H2O (8 mg, 0.19 mmol) in THF (2 mL), H2O (0.5 mL) and MeOH (0.2 mL) was stirred at 23° C. for 10 h. The solution was acidified with conc. HCl and evaporated to dryness. The remaining pale yellow solid was suspended in EtOH, filtered, washed with more EtOH and the filtrate was evaporated to dryness. The residue was dissolved in EtOH (1 mL) and propyle... The reactants are ClCC1=NC=CC(=N1)N1CCCCC1 (2-chloromethyl-4-piperidinopyrimidine), SC=1NC2=C(N1)C=CC(=C2)OC (2-mercapto-5-methoxybenzimidazole). Run in C(C)O (ethanol), [OH-].[Na+] (sodium hydroxide). Conditions: time 16 hour. The yield is 72.1%. Procedure: A mixture of 2-chloromethyl-4-piperidinopyrimidine (2.89 g) and 2-mercapto-5-methoxybenzimidazole (2.46 g) in ethanol (40 ml) and lN sodium hydroxide (15 ml) was stirred at room temperature for 16 hours. After stripping the residue was washed with water and recrystallised from acetonitrile to give 5-methoxy-2-(4-piperidino-2-pyrimidinylmethylthio)-(1H)-benzimidazole (3.5 g) m.p. 145°-147°. RXN SMILES: Cl[CH2:2][C:3]1[N:8]=[C:7]([N:9]2[CH2:14][CH2:13][CH2:12][CH2:11][CH2:10]2)[CH:6]=[CH:5][N:4]=1.[SH:15][C:16]1[NH:17][C:18]2[CH:24]=[C:23]([O:25][CH3:26])[CH:22]=[CH:21][C:19]=2[N:20]=1>C(O)C.[OH-].[Na+]>[CH3:26][O:25][C:23]1[CH:22]=[CH:21][C:19]2[NH:20][C:16]([S:15][CH2:2][C:3]3[N:8]=[C:7]([N:9]4[CH2:14][CH2:13][CH2:12][CH2:11][CH2:10]4)[CH:6]=[CH:5][N:4]=3)=[N:17][C:18]=2[CH:24]=1 |f:3.4|. The product is COC1=CC2=C(NC(=N2)SCC2=NC=CC(=N2)N2CCCCC2)C=C1 (5-methoxy-2-(4-piperidino-2-pyrimidinylmethylthio)-(1H)-benzimidazole).